Dataset: the Open Reaction Database (ORD), a public repository of structured organic reaction records. Task: describe an organic reaction: reactants, conditions, products, and yield Reactants: C, O=C1NC2(CCN(Cc3ccccc3)CC2)Nc2ccccc21, CO, [Pd]. Product: O=C1NC2(CCNCC2)Nc2ccccc21. RXN SMILES: [C:26].[CH2:1]([c:2]1[cH:3][cH:4][cH:5][cH:6][cH:7]1)[N:8]1[CH2:9][CH2:10][C:11]2([CH2:12][CH2:13]1)[NH:14][c:15]1[cH:16][cH:17][cH:18][cH:19][c:20]1[C:21](=[O:23])[NH:22]2.[CH3:24][OH:25].[Pd:27]>>[NH:8]1[CH2:9][CH2:10][C:11]2([CH2:12][CH2:13]1)[NH:14][c:15]1[cH:16][cH:17][cH:18][cH:19][c:20]1[C:21](=[O:23])[NH:22]2. The reactants are C1=CC=C(C=C1)P(C2=CC=CC=C2)C3=CC=CC=C3 (PPh3), OC(CCC)C1=CC=C(C(=O)OC)C=C1 (methyl 4-(1-hydroxybutyl)benzoate), C(Br)(Br)(Br)Br (CBr4). The solvent is C(Cl)Cl (DCM), C(Cl)Cl (DCM). Conditions: time 8 hour. Yields the product BrC(CCC)C1=CC=C(C(=O)OC)C=C1 (Methyl 4-(1-bromobutyl)benzoate). As a reaction SMILES: C1C=CC(P(C2C=CC=CC=2)C2C=CC=CC=2)=CC=1.O[CH:21]([C:25]1[CH:34]=[CH:33][C:28]([C:29]([O:31][CH3:32])=[O:30])=[CH:27][CH:26]=1)[CH2:22][CH2:23][CH3:24].C(Br)(Br)(Br)[Br:36]>C(Cl)Cl>[Br:36][CH:21]([C:25]1[CH:34]=[CH:33][C:28]([C:29]([O:31][CH3:32])=[O:30])=[CH:27][CH:26]=1)[CH2:22][CH2:23][CH3:24]. Procedure details: A solution of PPh3 (42.2 g. 320 mmol) in DCM (200 mL) was added dropwise to a solution of methyl 4-(1-hydroxybutyl)benzoate (33.5 g, 160 mmol) and CBr4 (53.1 g, 320 mmol) in DCM (1200 mL) at 0° C. Once the addition was complete, the mixture was allowed to warm to room temperature and was stirred overnight. The mixture was concentrated, then the resulting residue was purified by silica gel chromatography eluting with 5% EtOAc/petroleum ether to afford the title compound. 1H NMR (300 MHz, CDCl3) δ... Starting materials: ClC1=CC=C(C=C1)C1(C(CC1=O)=O)C (2-(4-chloro-phenyl)-2-methyl-cyclobutane-1,3-dione), C(C1=CC=CC=C1)=O (benzaldehyde), CC(CC1=CNC2=CC(=CC=C12)C)(C)NC(C)=O (N-[1,1-dimethyl-2-(6-methyl-1H-indol-3-yl)-ethyl]-acetamide). Product: ClC1=CC=C(C=C1)C1(C(=C(C1=O)C(C=1NC2=CC(=CC=C2C1CC(C)(C)NC(C)=O)C)C1=CC=CC=C1)O)C (N-[2-(2-{[3-(4-chloro-phenyl)-2-hydroxy-3-methyl-4-oxo-cyclobut-1-enyl]-phenyl-methyl}-6-methyl-1H-indol-3-yl)-1,1-dimethyl-ethyl]-acetamide). Reaction SMILES: [Cl:1][C:2]1[CH:7]=[CH:6][C:5]([C:8]2([CH3:14])[C:11](=[O:12])[CH2:10][C:9]2=[O:13])=[CH:4][CH:3]=1.[CH:15](=O)[C:16]1[CH:21]=[CH:20][CH:19]=[CH:18][CH:17]=1.[CH3:23][C:24]([NH:37][C:38](=[O:40])[CH3:39])([CH3:36])[CH2:25][C:26]1[C:34]2[C:29](=[CH:30][C:31]([CH3:35])=[CH:32][CH:33]=2)[NH:28][CH:27]=1>>[Cl:1][C:2]1[CH:3]=[CH:4][C:5]([C:8]2([CH3:14])[C:11](=[O:12])[C:10]([CH:15]([C:16]3[CH:21]=[CH:20][CH:19]=[CH:18][CH:17]=3)[C:27]3[NH:28][C:29]4[C:34]([C:26]=3[CH2:25][C:24]([NH:37][C:38](=[O:40])[CH3:39])([CH3:23])[CH3:36])=[CH:33][CH:32]=[C:31]([CH3:35])[CH:30]=4)=[C:9]2[OH:13])=[CH:6][CH:7]=1. Procedure: Using general procedure C, 2-(4-chloro-phenyl)-2-methyl-cyclobutane-1,3-dione was reacted with benzaldehyde and N-[1,1-dimethyl-2-(6-methyl-1H-indol-3-yl)-ethyl]-acetamide (from Example 1.2) to give N-[2-(2-{[3-(4-chloro-phenyl)-2-hydroxy-3-methyl-4-oxo-cyclobut-1-enyl]-phenyl-methyl}-6-methyl-1H-indol-3-yl)-1,1-dimethyl-ethyl]-acetamide as a pale yellow solid. MS: 539.5 ([M−H]−). The reactants are CC(=O)NC(CSC(c1ccccc1)(c1ccccc1)c1ccccc1)C(=O)NCCSC(C)=O, CC(=O)SCCN, CCOC(C)=O, CN1CCOCC1, Cl. Product: CC(=O)NC(CS)C(=O)NCCSC(C)=O. RXN SMILES: [C:16]([CH3:17])(=[O:18])[NH:19][CH:20]([CH2:21][S:22][C:23]([c:24]1[cH:25][cH:26][cH:27][cH:28][cH:29]1)([c:30]1[cH:31][cH:32][cH:33][cH:34][cH:35]1)[c:36]1[cH:37][cH:38][cH:39][cH:40][cH:41]1)[C:42](=[O:43])[NH:44][CH2:45][CH2:46][S:47][C:48]([CH3:49])=[O:50].[C:2]([S:3][CH2:4][CH2:5][NH2:6])(=[O:7])[CH3:8].[CH3:51][CH2:52][O:53][C:54]([CH3:55])=[O:56].[CH3:9][N:10]1[CH2:11][CH2:12][O:13][CH2:14][CH2:15]1.[ClH:1]>>[C:16]([CH3:17])(=[O:18])[NH:19][CH:20]([CH2:21][SH:22])[C:42](=[O:43])[NH:44][CH2:45][CH2:46][S:47][C:48]([CH3:49])=[O:50]. Procedure details: 8.83 g (36.2 mmol) of 4-bromophenylalanine, 4.74 g (81.7 mmol) acetone and 7.00 g (37.43 mmol) of N-benzylmaleimide were heated under reflux for 68 hours. in 140 ml of toluene with the addition of molecular sieve A4. The solvent was removed in a vacuum and the residue was separated chromatographically (hexane/ethyl acetate 1:1+1% triethylamine). As the main product there were obtained 3.88 g of (3aRS,4RS,6aSR)-2-benzyl-4-(4-bromo-benzyl)-6,6-dimethyl-tetrahydro-pyrrolo[3,4-c]pyrrol-1,3-dione as ... Solvent: C1(=CC=CC=C1)C (toluene). As a reaction SMILES: [Br:1][C:2]1[CH:13]=[CH:12][C:5]([CH2:6][C@@H:7](C(O)=O)[NH2:8])=[CH:4][CH:3]=1.[CH3:14][C:15]([CH3:17])=O.[CH2:18]([N:25]1[C:29](=[O:30])[CH:28]=[CH:27][C:26]1=[O:31])[C:19]1[CH:24]=[CH:23][CH:22]=[CH:21][CH:20]=1>C1(C)C=CC=CC=1>[CH2:18]([N:25]1[C:29](=[O:30])[CH:28]2[CH:27]([C:15]([CH3:17])([CH3:14])[NH:8][CH:7]2[CH2:6][C:5]2[CH:4]=[CH:3][C:2]([Br:1])=[CH:13][CH:12]=2)[C:26]1=[O:31])[C:19]1[CH:20]=[CH:21][CH:22]=[CH:23][CH:24]=1. The yield is 25.1%. Reactants: BrC1=CC=C(C[C@H](N)C(=O)O)C=C1 (4-bromophenylalanine), CC(=O)C (acetone), C(C1=CC=CC=C1)N1C(C=CC1=O)=O (N-benzylmaleimide), A4. Yields the product C(C1=CC=CC=C1)N1C(C2C(NC(C2C1=O)CC1=CC=C(C=C1)Br)(C)C)=O ((3aRS,4RS,6aSR)-2-benzyl-4-(4-bromo-benzyl)-6,6-dimethyl-tetrahydro-pyrrolo[3,4-c]pyrrol-1,3-dione). The reactants are Cl (HCl), FC(S(=O)(=O)NCCCCCN1C(C2=CN=C3C=CC=C(C1)N32)=O)(F)F (4,5-dihydro-4-[5-(trifluoromethanesulfonamido)pentan-1-yl]-3H-1,4,8b-triazaacenaphthylene-3-one). Run in C(C)O (ethanol). The product is Cl.FC(S(=O)(=O)NCCCCCN1C(C2=CN=C3C=CC=C(C1)N32)=O)(F)F (4,5-dihydro-4-[5-(trifluoromethanesulfonamido)pentan-1-yl]-3H-1,4,8b-triazaacenaphthylen-3-one.hydrochloride). The yield is 100.0%. As a reaction SMILES: [ClH:1].[F:2][C:3]([F:27])([F:26])[S:4]([NH:7][CH2:8][CH2:9][CH2:10][CH2:11][CH2:12][N:13]1[CH2:23][C:22]2[N:24]3[C:15](=[CH:16][N:17]=[C:18]3[CH:19]=[CH:20][CH:21]=2)[C:14]1=[O:25])(=[O:6])=[O:5]>C(O)C>[ClH:1].[F:26][C:3]([F:2])([F:27])[S:4]([NH:7][CH2:8][CH2:9][CH2:10][CH2:11][CH2:12][N:13]1[CH2:23][C:22]2[N:24]3[C:15](=[CH:16][N:17]=[C:18]3[CH:19]=[CH:20][CH:21]=2)[C:14]1=[O:25])(=[O:5])=[O:6] |f:3.4|. Reported procedure: In a mixture solvent consisting of 5 ml of ethanol and 0.1 ml of 12N HCl was dissolved 593 mg (1.52 mmol) of 4,5-dihydro-4-[5-(trifluoromethanesulfonamido)pentan-1-yl]-3H-1,4,8b-triazaacenaphthylene-3-one. The solvent was distilled off under reduced pressure to leave 650 mg of the desired compound (100%, pale yellow solid).